From a dataset of the Open Reaction Database (ORD), a public repository of structured organic reaction records. describe an organic reaction: reactants, conditions, products, and yield Reactants: C(CCCCCCC)C1=CC=C(C(=O)Cl)C=C1 (4-Octylbenzoyl chloride), CO (methanol). The reagents and catalysts are CN(C)C=1C=CN=CC1 (DMAP). Solvent: C(C)N(CC)CC (triethylamine). The product is C(CCCCCCC)C1=CC=C(C(=O)OC)C=C1 (methyl 4-octylbenzoate). Reaction SMILES: [CH2:1]([C:9]1[CH:17]=[CH:16][C:12]([C:13](Cl)=[O:14])=[CH:11][CH:10]=1)[CH2:2][CH2:3][CH2:4][CH2:5][CH2:6][CH2:7][CH3:8].[CH3:18][OH:19]>CN(C1C=CN=CC=1)C.C(N(CC)CC)C>[CH2:1]([C:9]1[CH:17]=[CH:16][C:12]([C:13]([O:19][CH3:18])=[O:14])=[CH:11][CH:10]=1)[CH2:2][CH2:3][CH2:4][CH2:5][CH2:6][CH2:7][CH3:8]. Procedure details: 4-Octylbenzoyl chloride (obtained by reacting 4-octylbenzoic acid with thionyl chloride) is esterified with methanol in the presence of an equimolar amount of triethylamine and 0.1 mol % of DMAP. Customary work-up followed by purification by distillation affords methyl 4-octylbenzoate as a colorless liquid, b.p. 112° C./0.25 mbar.